From a dataset of the Open Reaction Database (ORD), a public repository of structured organic reaction records. describe an organic reaction: reactants, conditions, products, and yield The reactants are CC1CCCC(C)N1CCCO, Cl, [Na+], [OH-], O, O=S(Cl)Cl, c1ccccc1. Yields the product CC1CCCC(C)N1CCCCl. As a reaction SMILES: [CH3:1][CH:2]1[N:3]([CH2:9][CH2:10][CH2:11][OH:12])[CH:4]([CH3:8])[CH2:5][CH2:6][CH2:7]1.[ClH:17].[Na+:19].[OH-:18].[OH2:20].[S:13]([Cl:14])([Cl:15])=[O:16].[cH:21]1[cH:22][cH:23][cH:24][cH:25][cH:26]1>>[CH3:1][CH:2]1[N:3]([CH2:9][CH2:10][CH2:11][Cl:15])[CH:4]([CH3:8])[CH2:5][CH2:6][CH2:7]1.